Dataset: the Open Reaction Database (ORD), a public repository of structured organic reaction records. Task: describe an organic reaction: reactants, conditions, products, and yield Starting materials: COC=1C=C(C=CC1)N=C=O (3-methoxyphenylisocyanate), O1CCN(CC1)C1=CCCC1 (1-morpholino-1-cyclopentene), amide. The solvent is C(Cl)(Cl)Cl (chloroform), S(O)(O)(=O)=O (sulfuric acid), O (water). Yields the product COC=1C=CC=2C3=C(C(NC2C1)=O)CCC3 (7-Methoxy-1,2,3,5-tetrahydrocyclopenta[c]quinolin-4-one). As a reaction SMILES: [CH3:1][O:2][C:3]1[CH:4]=[C:5]([N:9]=[C:10]=[O:11])[CH:6]=[CH:7][CH:8]=1.O1CCN([C:18]2[CH2:22][CH2:21][CH2:20][CH:19]=2)CC1>C(Cl)(Cl)Cl.S(=O)(=O)(O)O.O>[CH3:1][O:2][C:3]1[CH:8]=[CH:7][C:6]2[C:18]3[CH2:22][CH2:21][CH2:20][C:19]=3[C:10](=[O:11])[NH:9][C:5]=2[CH:4]=1. Procedure details: A solution of 3-methoxyphenylisocyanate (25.0 g, 168 mmol) in chloroform (110 ml) is mixed with 1-morpholino-1-cyclopentene (25.3 ml, 168 mmol) and refluxed for 15 minutes. The batch is concentrated by evaporation and purified by column chromatography (SiO2) with ethyl acetate-hexane: 34.8 g (87%) of cyclopentanone-2-carboxylic acid-(3-methoxyphenyl)amide: 1H-NMR (CDCl3): δ=1.80-2.55 (m, 6H), 3.18 (t, 1H), 3.81 (s, 3H), 6.68 (dd, 1H), 7.04 (ddd, 1H), 7.22 (t, 1H), 7.33 (t, 1H), 8.76 (br. s, 1H).... Run in C(C)(C)(C)O (tert-BuOH). Procedure: In accordance with general method AA, 0.67 g (1.8 mmol) of 2-chloro-7-(3-morpholin-4-yl-propoxy-10,11-dihydrodibenzo[a,d]-cyclohepten-5-one (36i), 0.25 g (1.9 mmol) of 2,4-difluoroaniline, 0.05 g (0.22 mmol) of Pd(OAc)2, 0.10 g (0.21 mmol) of 2-(dicyclohexylphosphino)-2′-,4′-,6′-triisopropyl-biphenyl, 0.60 g (6.2 mmol) of Na—O-tert-butylate, 5 ml of toluene and 1 ml of tert-BuOH are used. Reaction time: 1 h. Purification is carried out via flash chromatography (SiO2, hexane/ethyl acetate 7+3). C... The reagents and catalysts are CC(=O)[O-].CC(=O)[O-].[Pd+2] (Pd(OAc)2). The reactants are C1(=CC=CC=C1)C (toluene), N1(CCOCC1)CCCOC1=CC=CC=2C(C3=C(CCC21)C=CC=C3)=O (3-morpholin-4-yl-propoxy-10,11-dihydrodibenzo[a,d]-cyclohepten-5-one), Na—O-tert-butylate, FC1=C(N)C=CC(=C1)F (2,4-difluoroaniline), C1(CCCCC1)P(C1=C(C=CC=C1)C1=C(C=C(C=C1C(C)C)C(C)C)C(C)C)C1CCCCC1 (2-(dicyclohexylphosphino)-2′-,4′-,6′-triisopropyl-biphenyl). Reaction SMILES: [N:1]1([CH2:7][CH2:8][CH2:9][O:10][C:11]2[C:21]3[CH2:20][CH2:19][C:18]4[CH:22]=[CH:23][CH:24]=[CH:25][C:17]=4[C:16](=[O:26])[C:15]=3[CH:14]=[CH:13][CH:12]=2)[CH2:6][CH2:5][O:4][CH2:3][CH2:2]1.[F:27][C:28]1[CH:34]=[C:33]([F:35])[CH:32]=[CH:31][C:29]=1[NH2:30].C1(P(C2CCCCC2)C2C=CC=CC=2C2C(C(C)C)=CC(C(C)C)=CC=2C(C)C)CCCCC1.C1(C)C=CC=CC=1>CC([O-])=O.CC([O-])=O.[Pd+2].C(O)(C)(C)C>[F:27][C:28]1[CH:34]=[C:33]([F:35])[CH:32]=[CH:31][C:29]=1[NH:30][C:23]1[CH:24]=[CH:25][C:17]2[C:16](=[O:26])[C:15]3[CH:21]=[C:11]([O:10][CH2:9][CH2:8][CH2:7][N:1]4[CH2:2][CH2:3][O:4][CH2:5][CH2:6]4)[CH:12]=[CH:13][C:14]=3[CH2:20][CH2:19][C:18]=2[CH:22]=1 |f:4.5.6|. Product: FC1=C(C=CC(=C1)F)NC1=CC2=C(C(C3=C(CC2)C=CC(=C3)OCCCN3CCOCC3)=O)C=C1 (2-(2,4-Difluorophenylamino)-7-(3-morpholin-4-yl-propoxy)-10,11-dihydrodibenzo[a,d]-cyclohepten-5-one). Isolated yield 43.0%. RXN SMILES: [C:21](=[O:22])([O-:23])[O-:24].[CH3:27][I:28].[CH3:29][C:30](=[O:31])[CH3:32].[Cl:1][c:2]1[n:3][cH:4][c:5]([Cl:20])[c:6]([NH:8][CH:9]2[CH:10]([NH:15][S:16](=[O:17])(=[O:18])[CH3:19])[CH2:11][CH2:12][CH2:13][CH2:14]2)[n:7]1.[Cs+:25].[Cs+:26]>>[Cl:1][c:2]1[n:3][cH:4][c:5]([Cl:20])[c:6]([NH:8][CH:9]2[CH:10]([N:15]([S:16](=[O:17])(=[O:18])[CH3:19])[CH3:21])[CH2:11][CH2:12][CH2:13][CH2:14]2)[n:7]1. The reactants are O=C([O-])[O-], CI, CC(C)=O, CS(=O)(=O)NC1CCCCC1Nc1nc(Cl)ncc1Cl, [Cs+], [Cs+]. Product: CN(C1CCCCC1Nc1nc(Cl)ncc1Cl)S(C)(=O)=O. The reactants are OC1=C(C=C(C#N)C=C1)[N+](=O)[O-] (4-hydroxy-3-nitrobenzonitrile), C([O-])([O-])=O.[K+].[K+] (potassium carbonate), S(=O)(=O)(OC)OC (dimethyl sulphate). Solvent: C(C)#N (acetonitrile). Product: C(#N)C=1C=CC(=C(C1)[N+](=O)[O-])OC (5-Cyano-2-methoxynitrobenzene). The yield is 96.9%. As a reaction SMILES: [OH:1][C:2]1[CH:9]=[CH:8][C:5]([C:6]#[N:7])=[CH:4][C:3]=1[N+:10]([O-:12])=[O:11].[C:13](=O)([O-])[O-].[K+].[K+].S(OC)(OC)(=O)=O>C(#N)C>[C:6]([C:5]1[CH:8]=[CH:9][C:2]([O:1][CH3:13])=[C:3]([N+:10]([O-:12])=[O:11])[CH:4]=1)#[N:7] |f:1.2.3|. Procedure details: A suspension of 8.37 g of 4-hydroxy-3-nitrobenzonitrile, 27.64 g of anhydrous potassium carbonate and 6 mL of dimethyl sulphate in 60 mL of acetonitrile was stirred at reflux for 2 hours. The solvent was removed by evaporation in vacuo. The residue was taken up in 100 mL of water and extracted with 3×80 mL of chloroform. The combined organic layers were dried over sodium sulphate and the solvent was evaporated off to afford 8.8 g (98.8%) of Compound 18A as an ivory solid.